This data is from the Open Reaction Database (ORD), a public repository of structured organic reaction records. The task is: describe an organic reaction: reactants, conditions, products, and yield The reactants are C(C#CC)OC1=NC=NC(=C1)F (4-(2-butynyloxy)-6-fluoropyrimidine), FC(C1CNCCC1)(F)F (3-trifluoromethylpiperidine). Solvent: C1(=CC=CC=C1)C (toluene). Reaction conditions: time 30 minute. Product: C(C#CC)OC1=NC=NC(=C1)N1CC(CCC1)C(F)(F)F (4-(2-butynyloxy)-6-(3-trifluoromethylpyperidino)pyrimidine). As a reaction SMILES: [CH2:1]([O:5][C:6]1[CH:11]=[C:10](F)[N:9]=[CH:8][N:7]=1)[C:2]#[C:3][CH3:4].[F:13][C:14]([F:22])([F:21])[CH:15]1[CH2:20][CH2:19][CH2:18][NH:17][CH2:16]1>C1(C)C=CC=CC=1>[CH2:1]([O:5][C:6]1[CH:11]=[C:10]([N:17]2[CH2:18][CH2:19][CH2:20][CH:15]([C:14]([F:22])([F:21])[F:13])[CH2:16]2)[N:9]=[CH:8][N:7]=1)[C:2]#[C:3][CH3:4]. Procedure details: 0.2 g of 4-(2-butynyloxy)-6-fluoropyrimidine and 0.15 g of 3-trifluoromethylpiperidine are added to 1 ml of toluene, then the mixture is stirred at room temperature for 30 minutes. Then the reaction mixture is subjected to silica gel column chromatography to obtain 4-(2-butynyloxy)-6-(3-trifluoromethylpyperidino)pyrimidine (referred as the present compound (10) hereinafter). RXN SMILES: Br.[C:2]([C:5]1[CH:6]=[CH:7][C:8](/[C:13](/[C:32]2[CH:37]=[CH:36][C:35]([C:38]([CH3:41])([CH3:40])[CH3:39])=[CH:34][CH:33]=2)=[CH:14]/[C@@H:15]2[N:19](CC3C=CC(OC)=CC=3OC)[C:18](=[O:31])[CH2:17][CH2:16]2)=[N:9][C:10]=1[O:11]C)(=[O:4])[CH3:3].O>O1CCOCC1>[C:2]([C:5]1[C:10](=[O:11])[NH:9][C:8](/[C:13](/[C:32]2[CH:37]=[CH:36][C:35]([C:38]([CH3:41])([CH3:40])[CH3:39])=[CH:34][CH:33]=2)=[CH:14]/[C@H:15]2[CH2:16][CH2:17][C:18](=[O:31])[NH:19]2)=[CH:7][CH:6]=1)(=[O:4])[CH3:3]. Reactants: Br (hydrobromic acid), C(C)(=O)C=1C=CC(=NC1OC)/C(=C/[C@H]1CCC(N1CC1=C(C=C(C=C1)OC)OC)=O)/C1=CC=C(C=C1)C(C)(C)C ((5R)-5-[(E)-2-(5-acetyl-6-methoxypyridin-2-yl)-2-(4-tert-butylphenyl)ethenyl]-1-(2,4-dimethoxybenzyl)pyrrolidin-2-one), O (Water). Procedure: 48% hydrobromic acid (3.0 mL) was added to a solution of (5R)-5-[(E)-2-(5-acetyl-6-methoxypyridin-2-yl)-2-(4-tert-butylphenyl)ethenyl]-1-(2,4-dimethoxybenzyl)pyrrolidin-2-one (300 mg) in 1,4-dioxane (3.0 mL), and the mixture was stirred at 65° C. for 0.5 hour. Water was added to the reaction solution, followed by extraction with ethyl acetate. The organic layer was washed with brine and dried over anhydrous magnesium sulfate, after which the solvent was evaporated under reduced pressure. Anisole... Conditions: temperature 65 celsius, time 0.5 hour. Yield: 49.2%. Solvent: O1CCOCC1 (1,4-dioxane). Yields the product C(C)(=O)C=1C(NC(=CC1)\C(=C\[C@@H]1NC(CC1)=O)\C1=CC=C(C=C1)C(C)(C)C)=O (3-Acetyl-6-{(E)-1-(4-tert-butylphenyl)-2-[(2R)-5-oxopyrrolidin-2-yl]ethenyl}pyridin-2(1H)-one). Starting materials: O=C[C@H](O)[C@@H](O)[C@H](O)[C@H](O)CO (D-glucose), OCCNC[C@H](O)[C@@H](O)[C@H](O)[C@H](O)CO (N-(2-hydroxyethyl) glucamine). Yields the product OCCNC[C@H]1[C@H]([C@@H]([C@](CO)(O)O1)O)O (6-(2-hydroxyethyl)amino-6-deoxy-α-L-sorbofuranose). As a reaction SMILES: O=C[C@@H]([C@H]([C@@H]([C@@H](CO)O)O)O)O.[OH:13][CH2:14][CH2:15][NH:16][CH2:17][C@@H:18]([C@H:20]([C@@H:22]([C@@H:24]([CH2:26][OH:27])[OH:25])[OH:23])[OH:21])[OH:19]>>[OH:13][CH2:14][CH2:15][NH:16][CH2:17][C@@H:18]1[O:19][C@:24]([OH:25])([CH2:26][OH:27])[C@@H:22]([OH:23])[C@@H:20]1[OH:21]. Procedure: The process of claim 1 in which D-glucose is aminated to N-(2-hydroxyethyl) glucamine which in turn is oxidized to produce 6-(2-hydroxyethyl)amino-6-deoxy-α-L-sorbofuranose which is then reduced to produce N-(2-hydroxyethyl)-1-deoxynojirimycin.